This data is from the Open Reaction Database (ORD), a public repository of structured organic reaction records. The task is: describe an organic reaction: reactants, conditions, products, and yield The reactants are FC1=C(C(=CC=C1)[N+](=O)[O-])C=1SC=2C=NC=C(C2N1)F (2-(2-fluoro-6-nitrophenyl)-7-fluorothiazolo[5,4-c]pyridine). Reagents/catalysts: [Fe] (Iron). Solvent: CC(=O)O (AcOH). Reaction conditions: temperature 100 celsius. Yields the product FC=1C(=C(C=CC1)N)C=1SC=2C=NC=C(C2N1)F (3-Fluoro-2-(7-fluorothiazolo[5,4-c]pyridin-2-yl)-phenylamine). Isolated yield 57.2%. Reaction SMILES: [F:1][C:2]1[CH:7]=[CH:6][CH:5]=[C:4]([N+:8]([O-])=O)[C:3]=1[C:11]1[S:12][C:13]2[CH:14]=[N:15][CH:16]=[C:17]([F:20])[C:18]=2[N:19]=1>CC(O)=O.[Fe]>[F:1][C:2]1[C:3]([C:11]2[S:12][C:13]3[CH:14]=[N:15][CH:16]=[C:17]([F:20])[C:18]=3[N:19]=2)=[C:4]([NH2:8])[CH:5]=[CH:6][CH:7]=1. Procedure: Iron powder (8.29 g, 148 mmol) was added to a solution of 2-(2-fluoro-6-nitrophenyl)-7-fluorothiazolo[5,4-c]pyridine (4.33 g, 14.8 mmol) in AcOH (144 mL). The reaction mixture was heated at 100° C. for 30 minutes and then allowed to cool to room temperature. The volatiles were removed under reduced pressure and the resultant residue was dissolved in DCM/MeOH and filtered through Celite® washing the filter pad thoroughly with further DCM/MeOH. The filtrate was concentrated under reduced pressure ... The reactants are COC(=O)C=1C(=NC2=C(C=C(C=C2C1C1=CC=CC=C1)Cl)Cl)Cl (2,6,8-Trichloro-4-phenyl-quinoline-3-carboxylic acid methyl ester), C(C)NCC (diethylamine). Yields the product ClC=1C=C2C(=C(C(=NC2=C(C1)Cl)N(CC)CC)C(=O)O)C1=CC=CC=C1 (6,8-Dichloro-2-diethylamino-4-phenyl-quinoline-3-carboxylic acid). As a reaction SMILES: C[O:2][C:3]([C:5]1[C:6](Cl)=[N:7][C:8]2[C:13]([C:14]=1[C:15]1[CH:20]=[CH:19][CH:18]=[CH:17][CH:16]=1)=[CH:12][C:11]([Cl:21])=[CH:10][C:9]=2[Cl:22])=[O:4].[CH2:24]([NH:26][CH2:27][CH3:28])[CH3:25]>>[Cl:21][C:11]1[CH:12]=[C:13]2[C:8](=[C:9]([Cl:22])[CH:10]=1)[N:7]=[C:6]([N:26]([CH2:27][CH3:28])[CH2:24][CH3:25])[C:5]([C:3]([OH:2])=[O:4])=[C:14]2[C:15]1[CH:20]=[CH:19][CH:18]=[CH:17][CH:16]=1. Reported procedure: The title compound was prepared in analogy to example 21 step D from 2,6,8-trichloro-4-phenyl-quinoline-3-carboxylic acid methyl ester (prepared as described in example 21 step C) and diethylamine. Brown foam. MS (ESI): 389.0 (M+H)+. Reactants: C(C)OC(=O)[C@@H]1CC[C@H](CC1)N1N=C(C=C1C)C (trans-4-(3,5-dimethyl-pyrazol-1-yl)-cyclohexanecarboxylic acid ethyl ester), [OH-].[Na+] (sodium hydroxide), Cl (hydrochloric acid). The solvent is O1CCOCC1 (1,4-dioxane). Yields the product CC1=NN(C(=C1)C)[C@@H]1CC[C@H](CC1)C(=O)O (trans-4-(3,5-Dimethyl-pyrazol-1-yl)-cyclohexanecarboxylic acid). Isolated yield 80.7%. Reaction SMILES: C([O:3][C:4]([C@H:6]1[CH2:11][CH2:10][C@H:9]([N:12]2[C:16]([CH3:17])=[CH:15][C:14]([CH3:18])=[N:13]2)[CH2:8][CH2:7]1)=[O:5])C.[OH-].[Na+].Cl>O1CCOCC1>[CH3:18][C:14]1[CH:15]=[C:16]([CH3:17])[N:12]([C@H:9]2[CH2:10][CH2:11][C@H:6]([C:4]([OH:5])=[O:3])[CH2:7][CH2:8]2)[N:13]=1 |f:1.2|. Procedure: A solution of trans-4-(3,5-dimethyl-pyrazol-1-yl)-cyclohexanecarboxylic acid ethyl ester (162 mg, 0.647 mmol) in 1,4-dioxane (6.5 ml) and 2 M aqueous sodium hydroxide solution (3.2 ml, 6.4 mmol) was stirred at room temperature for 15 h. The pH was adjusted to 3 by addition of 2 M aqueous hydrochloric acid. The mixture was partitioned between ethyl acetate (25 ml) and water (25 ml). The layers were separated. The aqueous layer was extracted with two 25-ml portions of ethyl acetate. The combined o... Starting materials: ( a ), C(C)(C)(C)OC(=O)NS(=O)(=O)N (N-t-butoxycarbonylsulfamide), ( b ), C(C)(=O)S[C@@H]1C[C@H](N(C1)C(=O)OC(C)(C)C)CO ((2S,4R)-4-Acetylthio-1-t-butoxycarbonylpyrrolidine-2-methanol). Yields the product C(C)(C)(C)OC(=O)NS(=O)(=O)N (N-t-butoxycarbonylsulfamide), C(C)(=O)S[C@@H]1C[C@H](N(C1)C(=O)OC(C)(C)C)CN(S(N)(=O)=O)C(=O)OC(C)(C)C ((2S,4R)-4-acetylthio-1-t-butoxycarbonyl-2-(N-t-butoxycarbonyl-N-sulfamoylamino) methylpyrrolidine). RXN SMILES: [C:1]([S:4][C@H:5]1[CH2:9][N:8]([C:10]([O:12][C:13]([CH3:16])([CH3:15])[CH3:14])=[O:11])[C@H:7]([CH2:17]O)[CH2:6]1)(=[O:3])[CH3:2].[C:19]([O:23][C:24]([NH:26][S:27]([NH2:30])(=[O:29])=[O:28])=[O:25])([CH3:22])([CH3:21])[CH3:20]>>[C:19]([O:23][C:24]([NH:26][S:27]([NH2:30])(=[O:29])=[O:28])=[O:25])([CH3:22])([CH3:20])[CH3:21].[C:1]([S:4][C@H:5]1[CH2:9][N:8]([C:10]([O:12][C:13]([CH3:14])([CH3:15])[CH3:16])=[O:11])[C@H:7]([CH2:17][N:26]([C:24]([O:23][C:19]([CH3:22])([CH3:21])[CH3:20])=[O:25])[S:27](=[O:28])(=[O:29])[NH2:30])[CH2:6]1)(=[O:3])[CH3:2]. Procedure details: N-t-butoxycarbonylsulfamide is prepared in the same manner as in the paragraph (a) in Step A-6 in Preparative Example 7-A. (2S,4R)-4-Acetylthio-1-t-butoxycarbonylpyrrolidine-2-methanol (i.e., a substrate) is allowed to react with N-t-butoxycarbonylsulfamide in the similar manner as in the paragraph (b) in Step A-6 in Production Example 7-A under a condition for Step C-8 shown in Table 2 to give (2S,4R)-4-acetylthio-1-t-butoxycarbonyl-2-(N-t-butoxycarbonyl-N-sulfamoylamino) methylpyrrolidine. NMR... Starting materials: resultant mixture, C(CCCCC)C1=CC=C(C=C1)N=NC1=CC=C(C=C1)O (4-hexyl-4'-hydroxyazobenzene), [OH-].C[N+](CC1=CC=CC=C1)(C)C (trimethylbenzylammonium hydroxide), resultant solution, C(C=C)#N (acrylonitrile). Run in C1=CC=CC=C1 (benzene). Product: C(CCCCC)C1=CC=C(C=C1)N=NC1=CC=C(OC(C#N)C)C=C1 (2-[4-(4-hexylphenylazo)phenoxy]propanenitrile). Reaction SMILES: [CH2:1]([C:7]1[CH:12]=[CH:11][C:10]([N:13]=[N:14][C:15]2[CH:20]=[CH:19][C:18]([OH:21])=[CH:17][CH:16]=2)=[CH:9][CH:8]=1)[CH2:2][CH2:3][CH2:4][CH2:5][CH3:6].[OH-].C[N+:24](C)(C)[CH2:25][C:26]1C=CC=C[CH:27]=1.C(#N)C=C>C1C=CC=CC=1>[CH2:1]([C:7]1[CH:12]=[CH:11][C:10]([N:13]=[N:14][C:15]2[CH:20]=[CH:19][C:18]([O:21][CH:26]([CH3:27])[C:25]#[N:24])=[CH:17][CH:16]=2)=[CH:9][CH:8]=1)[CH2:2][CH2:3][CH2:4][CH2:5][CH3:6] |f:1.2|. Reported procedure: In 2 ml of benzene, 0.4 g of 4-hexyl-4'-hydroxyazobenzene and a catalytic amount of trimethylbenzylammonium hydroxide were dissolved. To the resultant solution, 8 ml of acrylonitrile was slowly added. The resultant mixture was heated for 22 hours and then subjected to vacuum distillation for expulsion of the solvent. The residue of the distillation was extracted with benzene. Then, it was purified by silica gel column chromatography, to obtain 0.25 g of 2-[4-(4-hexylphenylazo)phenoxy]propanenitr...